From a dataset of the Open Reaction Database (ORD), a public repository of structured organic reaction records. describe an organic reaction: reactants, conditions, products, and yield Starting materials: [OH-].[Na+] (sodium hydroxide), [N+](=O)([O-])C1=C(OC2=CC=C(C=C2)CC(=O)OC)C=CC=C1 (methyl 4-(2-nitrophenoxy)phenylacetate), O (Water), S(=O)(=O)(O)[O-].[K+] (potassium hydrogensulfate). Solvent: O1CCCC1 (tetrahydrofuran), CO (methanol). Run at temperature 40 celsius, time 1 hour. Yields the product [N+](=O)([O-])C1=C(OC2=CC=C(C=C2)CC(=O)O)C=CC=C1 (4-(2-nitrophenoxy)phenylacetic acid). Isolated yield 72.0%. Reaction SMILES: [OH-].[Na+].[N+:3]([C:6]1[CH:23]=[CH:22][CH:21]=[CH:20][C:7]=1[O:8][C:9]1[CH:14]=[CH:13][C:12]([CH2:15][C:16]([O:18]C)=[O:17])=[CH:11][CH:10]=1)([O-:5])=[O:4].O.S([O-])(O)(=O)=O.[K+]>O1CCCC1.CO>[N+:3]([C:6]1[CH:23]=[CH:22][CH:21]=[CH:20][C:7]=1[O:8][C:9]1[CH:10]=[CH:11][C:12]([CH2:15][C:16]([OH:18])=[O:17])=[CH:13][CH:14]=1)([O-:5])=[O:4] |f:0.1,4.5|. Procedure: Aqueous 1 N sodium hydroxide solution (41.7 ml, 41.7 mmols) was added to a solution of methyl 4-(2-nitrophenoxy)phenylacetate (2.7 g, 9.3 mmols) in tetrahydrofuran (50 ml) and methanol (50 ml). The resulting mixture was stirred at 40° C. for 1 hour. Water and potassium hydrogensulfate (5.68 g, 41.7 mmols) were added to the reaction mixture, which was then extracted with ethyl acetate. The extract was washed with water, and then dried with anhydrous magnesium sulfate. This was concentrated under ... The reactants are S(=O)(=O)(Cl)Cl (sulfuryl chloride), COC1=C(C=CC=C1)CC(=O)O (2-methoxy phenylacetic acid), C1CCOC1 (THF), O (water), S(=O)(=O)(Cl)Cl (sulfuryl chloride). Conditions: temperature -15 celsius. Yields the product ClC=1C=CC(=C(C1)CC(=O)OC)OC (5-Chloro-2-methoxyphenylacetic acid, methyl ester). Yield: 95.0%. As a reaction SMILES: [CH3:1][O:2][C:3]1C=[CH:7][CH:6]=[CH:5][C:4]=1CC(O)=O.[CH2:13]1[CH2:17][O:16][CH2:15][CH2:14]1.S(Cl)([Cl:21])(=O)=O.[OH2:23]>>[Cl:21][C:6]1[CH:5]=[CH:4][C:3]([O:2][CH3:1])=[C:14]([CH2:13][C:17]([O:16][CH3:15])=[O:23])[CH:7]=1. Reported procedure: A flame dried three-necked 3-L round-bottomed flask, equipped with a septa, stirring bar, argon inlet, thermocouple and addition funnel capped with a septa, was vacuum/argon purged. The flask was charged with commercially available 2-methoxy phenylacetic acid (300 g, 1.81 mol) and anhydrous THF (2 L). The mixture was cooled to approximately -15° C. and stirred until the solution became homogeneous. Neat sulfuryl chloride (205 mL, 2.55 mol) was added dropwise via an additional funnel while stirri... Reactants: BrC1=C(C(=CC(=C1)C1=C2C=CC=CC2=C(C=2SC(=C(C21)C)C)Br)Br)O (2,6-dibromo-4-(9-bromo-2,3-dimethyl-naphtho[2,3-b]thiophen-4-yl)-phenol), O[C@@H](C(=O)[O-])CCC1=CC=CC=C1 ((R)-2-hydroxy-4-phenyl-butyrate), ethyl ester, 706, BrBr (bromine), 704, 700, 702. Solvent: C(Cl)(Cl)Cl (CHCl3). Product: BrC1=C(O[C@H](C(=O)O)CCC2=CC=CC=C2)C(=CC(=C1)C1=C2C=CC=CC2=C(C=2SC(=C(C21)C)C)Br)Br ((S)-2-[2,6-Dibromo-4-(9-bromo-2,3-dimethyl-naphtho[2,3-b]thiophen-4-yl)-phenoxy]-4-phenyl-butyric acid). RXN SMILES: [Br:1][C:2]1[CH:7]=[C:6]([C:8]2[C:20]3[C:19]([CH3:21])=[C:18]([CH3:22])[S:17][C:16]=3[C:15]([Br:23])=[C:14]3[C:9]=2[CH:10]=[CH:11][CH:12]=[CH:13]3)[CH:5]=[C:4]([Br:24])[C:3]=1[OH:25].O[C@H:27]([CH2:31][CH2:32][C:33]1[CH:38]=[CH:37][CH:36]=[CH:35][CH:34]=1)[C:28]([O-:30])=[O:29].BrBr>C(Cl)(Cl)Cl>[Br:24][C:4]1[CH:5]=[C:6]([C:8]2[C:20]3[C:19]([CH3:21])=[C:18]([CH3:22])[S:17][C:16]=3[C:15]([Br:23])=[C:14]3[C:9]=2[CH:10]=[CH:11][CH:12]=[CH:13]3)[CH:7]=[C:2]([Br:1])[C:3]=1[O:25][C@@H:27]([CH2:31][CH2:32][C:33]1[CH:38]=[CH:37][CH:36]=[CH:35][CH:34]=1)[C:28]([OH:30])=[O:29]. Procedure: Prepared from 2,6-dibromo-4-(9-bromo-2,3-dimethyl-naphtho[2,3-b]thiophen-4-yl)-phenol (Example 9) and commercially available (R)-2-hydroxy-4-phenyl-butyrate, ethyl ester according to the procedure of Example 30. White solid: mp 176-177° C.; [a]25/D=+7.58° (10.692 mg/mL, CHCl3); NMR (DMSO-d6); δ13.0 (broad s, 1H, COOH), 8.21 (ddd, J=8, 7, 1 Hz, 1H), 7.73 (s, 2H), 7.67 (ddd, J=8, 7, 1 Hz, 1H), 7.52 (ddd, J=8, 7, 1 Hz, 1H), 7.46 (m, 1H), 7.32-7.28 (m, 2H), 7.24-7.18 (m,3H), 5.03 (t, J=6 Hz, 1H), 2.... Starting materials: C[C@@H](C/C=C/C(C)=O)CCC=C(C)C ((3E,6R)-6,10-dimethyl-3,9-undecadiene-2-one). The reagents and catalysts are [Ni] (Raney-Nickel). Solvent: C(C)(=O)OCC (ethyl acetate). Run at time 2 hour. Yields the product C[C@H](CCCC(C)=O)CCC=C(C)C ((R)-6,10-dimethyl-9-undecene-2-one). Reaction SMILES: [CH3:1][C@H:2]([CH2:9][CH2:10][CH:11]=[C:12]([CH3:14])[CH3:13])[CH2:3]/[CH:4]=[CH:5]/[C:6](=[O:8])[CH3:7]>[Ni].C(OCC)(=O)C>[CH3:1][C@@H:2]([CH2:9][CH2:10][CH:11]=[C:12]([CH3:13])[CH3:14])[CH2:3][CH2:4][CH2:5][C:6](=[O:8])[CH3:7]. Procedure details: A 3 l, three-necked, round bottomed flask fitted with a mechanical stirrer was charged with 6 g of Raney-Nickel, 500 ml of ethyl acetate and 127 g of (3E,6R)-6,10-dimethyl-3,9-undecadiene-2-one. The flask was purged with hydrogen and stirring was initiated at room temperature. Hydrogenation was carried out under a pressure of 2 bar. After 2 hours the reaction was stopped. The total hydrogen uptake was about 14.2 l. The reaction mixture was filtered and concentrated to give a pale yellow oil of (... Reactants: CC(=O)C1=CC=C(C=C1)Br (4-bromoacetophenone), C(=O)N (formamide), glass. The reagents and catalysts are CN(C1=CC=NC=C1)C (4-dimethylamino-pyridine), Cl[Pd]([P](C1=CC=CC=C1)(C2=CC=CC=C2)C3=CC=CC=C3)([P](C4=CC=CC=C4)(C5=CC=CC=C5)C6=CC=CC=C6)Cl (bis(triphenylphosphine)-palladium(II) chloride). Solvent: CN1C(CCC1)=O (1-methyl-2-pyrrolidinone). Conditions: temperature 120 celsius, time 18 hour. Product: C(C)(=O)C1=CC=C(C(=O)N)C=C1 (4-Acetylbenzamide). RXN SMILES: [CH3:1][C:2]([C:4]1[CH:9]=[CH:8][C:7](Br)=[CH:6][CH:5]=1)=[O:3].[CH:11]([NH2:13])=[O:12]>CN(C)C1C=CN=CC=1.Cl[Pd](Cl)([P](C1C=CC=CC=1)(C1C=CC=CC=1)C1C=CC=CC=1)[P](C1C=CC=CC=1)(C1C=CC=CC=1)C1C=CC=CC=1.CN1CCCC1=O>[C:2]([C:4]1[CH:9]=[CH:8][C:7]([C:11]([NH2:13])=[O:12])=[CH:6][CH:5]=1)(=[O:3])[CH3:1] |^1:25,44|. Reported procedure: 0.122 g of bis(triphenylphosphine)-palladium(II) chloride, 3.439 g of 4-bromoacetophenone, 3.12 g of formamide, 2.37 g of 4-dimethylamino-pyridine and 20 ml of 1-methyl-2-pyrrolidinone are placed in a 200 ml glass autoclave. The autoclave is closed, flushed with nitrogen three times and then 5 bars carbon monoxide are applied. The reaction mixture is heated to 120° C. and stirred for 18 hours. It is then cooled, and the solution is diluted with ethyl acetate and water, and extracted. The aqueous... Reactants: C(C1=CC=CC=C1)N=[N+]=[N-] (Benzyl azide), CC(C)(C#C)O (2-methyl-3-butyn-2-ol). Reagents/catalysts: C[C-]1C(=C(C(=C1C)C)C)C.C1=CC=C(C=C1)P(C2=CC=CC=C2)C3=CC=CC=C3.C1=CC=C(C=C1)P(C2=CC=CC=C2)C3=CC=CC=C3.Cl[Ru+] (Cp*RuCl(PPh3)2). Solvent: C1=CC=CC=C1 (benzene). The product is C(C1=CC=CC=C1)N1N=NC=C1C(C)(C)O (2-(1-benzyl-1H-1,2,3-triazol-5-yl)propan-2-ol). As a reaction SMILES: [CH2:1]([N:8]=[N+:9]=[N-:10])[C:2]1[CH:7]=[CH:6][CH:5]=[CH:4][CH:3]=1.[CH3:11][C:12]([OH:16])([C:14]#[CH:15])[CH3:13]>C[C-]1C(C)=C(C)C(C)=C1C.C1C=CC(P(C2C=CC=CC=2)C2C=CC=CC=2)=CC=1.C1C=CC(P(C2C=CC=CC=2)C2C=CC=CC=2)=CC=1.Cl[Ru+].C1C=CC=CC=1>[CH2:1]([N:8]1[C:14]([C:12]([OH:16])([CH3:13])[CH3:11])=[CH:15][N:10]=[N:9]1)[C:2]1[CH:7]=[CH:6][CH:5]=[CH:4][CH:3]=1 |f:2.3.4.5|. Procedure: Benzyl azide (0.400 g, 3.00 mmol), 2-methyl-3-butyn-2-ol (0.290 ml, 3.00 mmol), Cp*RuCl(PPh3)2 (25 mg, 0.031 mmol). Solvent, benzene; reaction temperature, 80° C.; reaction time, 2.5 hours; yield, 0.63 g (96%). EI-MS: m/z 218 [M+1 ]. Starting materials: BrC1=CC=C(O1)N1C(O[C@@]2(C1)CN1CCC2CC1)=O ((R)-3′-(5-bromofuran-2-yl)spiro[1-azabicyclo[2.2.2]octan-3,5′-oxazolidin]-2′-one), C(CCC)[Sn](C=1N=CSC1)(CCCC)CCCC (4-(tri-n-butylstannyl)thiazole). Yields the product S1C=NC(=C1)C1=CC=C(O1)N1C(O[C@@]2(C1)CN1CCC2CC1)=O ((R)-3′-[5-(Thiazol-4-yl)furan-2-yl]spiro[1-azabicyclo[2.2.2]octan-3,5′-oxazolidin]-2′-one). RXN SMILES: Br[C:2]1[O:6][C:5]([N:7]2[CH2:11][C@:10]3([CH:16]4[CH2:17][CH2:18][N:13]([CH2:14][CH2:15]4)[CH2:12]3)[O:9][C:8]2=[O:19])=[CH:4][CH:3]=1.C([Sn](CCCC)(CCCC)[C:25]1[N:26]=[CH:27][S:28][CH:29]=1)CCC>>[S:28]1[CH:29]=[C:25]([C:2]2[O:6][C:5]([N:7]3[CH2:11][C@:10]4([CH:16]5[CH2:17][CH2:18][N:13]([CH2:14][CH2:15]5)[CH2:12]4)[O:9][C:8]3=[O:19])=[CH:4][CH:3]=2)[N:26]=[CH:27]1. Procedure details: The title compound was prepared by a method analogous to that described in Example 14 from (R)-3′-(5-bromofuran-2-yl)spiro[1-azabicyclo[2.2.2]octan-3,5′-oxazolidin]-2′-one and 4-(tri-n-butylstannyl)thiazole. The title compound (81 mg) was obtained as a pale solid, m/z 332 (MH+).